From a dataset of the Open Reaction Database (ORD), a public repository of structured organic reaction records. describe an organic reaction: reactants, conditions, products, and yield Reactants: C(#N)C1=CC=C(CNC(C(OC)C2=C(C=C(C=C2)O)F)=O)C=C1 ((RS)-N-(4-cyano-benzyl)-2-(2-fluoro-4-hydroxy-phenyl)-2-methoxy-acetamide), FC1=CC=C(CCO)C=C1 (4-fluorophenethyl alcohol), N(=NC(=O)OCC)C(=O)OCC (diethyl azodicarboxylate), C1(=CC=CC=C1)P(C1=CC=CC=C1)C1=CC=CC=C1 (triphenyl-phosphine). Run in C1CCOC1 (THF). Yields the product C(#N)C1=CC=C(CNC(C(OC)C2=C(C=C(C=C2)OCCC2=CC=C(C=C2)F)F)=O)C=C1 ((RS)-N-(4-cyano-benzyl)-2-{2-fluoro-4-[2-(4-fluoro-phenyl)-ethoxy]-phenyl}-2-methoxy-acetamide). Reaction SMILES: [C:1]([C:3]1[CH:23]=[CH:22][C:6]([CH2:7][NH:8][C:9](=[O:21])[CH:10]([C:13]2[CH:18]=[CH:17][C:16]([OH:19])=[CH:15][C:14]=2[F:20])[O:11][CH3:12])=[CH:5][CH:4]=1)#[N:2].[F:24][C:25]1[CH:33]=[CH:32][C:28]([CH2:29][CH2:30]O)=[CH:27][CH:26]=1.N(C(OCC)=O)=NC(OCC)=O.C1(P(C2C=CC=CC=2)C2C=CC=CC=2)C=CC=CC=1>C1COCC1>[C:1]([C:3]1[CH:4]=[CH:5][C:6]([CH2:7][NH:8][C:9](=[O:21])[CH:10]([C:13]2[CH:18]=[CH:17][C:16]([O:19][CH2:30][CH2:29][C:28]3[CH:32]=[CH:33][C:25]([F:24])=[CH:26][CH:27]=3)=[CH:15][C:14]=2[F:20])[O:11][CH3:12])=[CH:22][CH:23]=1)#[N:2]. Procedure: In analogy to example 22.1, (RS)-N-(4-cyano-benzyl)-2-(2-fluoro-4-hydroxy-phenyl)-2-methoxy-acetamide (example 70.4) was reacted with 4-fluorophenethyl alcohol, diethyl azodicarboxylate and triphenyl-phosphine in THF to give (RS)-N-(4-cyano-benzyl)-2-{2-fluoro-4-[2-(4-fluoro-phenyl)-ethoxy]-phenyl}-2-methoxy-acetamide. Colorless oil. MS 437.3 ([M+H]+)